The task is: describe an organic reaction: reactants, conditions, products, and yield. This data is from the Open Reaction Database (ORD), a public repository of structured organic reaction records. The reactants are BrC=1N=C(C(=NC1)NC(=O)C=1N(N=C(C1Cl)C(C)(C)C)C)NCC1=CC=C(C=C1)OC (5-tert-butyl-4-chloro-2-methyl-2H-pyrazole-3-carboxylic acid [5-bromo-3-(4-methoxy-benzylamino)-pyrazin-2-yl]-amide), C(=O)(C(F)(F)F)O (TFA). Conditions: temperature 65 celsius, time 3 hour. Yields the product C(C)(C)(C)C=1C(=C(N(N1)C)C1=NC=2C(=NC(=CN2)C2=C(C=CC=C2)C(F)(F)F)N1)Cl (2-(5-tert-butyl-4-chloro-2-methyl-2H-pyrazol-3-yl)-6-(2-trifluoromethyl-phenyl)-1H-imidazo[4,5-b]pyrazine). RXN SMILES: Br[C:2]1[N:3]=[C:4]([NH:22]CC2C=CC(OC)=CC=2)[C:5]([NH:8][C:9]([C:11]2[N:12]([CH3:21])[N:13]=[C:14]([C:17]([CH3:20])([CH3:19])[CH3:18])[C:15]=2[Cl:16])=O)=[N:6][CH:7]=1.[C:32](O)([C:34]([F:37])([F:36])[F:35])=O>>[C:17]([C:14]1[C:15]([Cl:16])=[C:11]([C:9]2[NH:22][C:4]3=[N:3][C:2]([C:18]4[CH:17]=[CH:14][CH:15]=[CH:11][C:32]=4[C:34]([F:37])([F:36])[F:35])=[CH:7][N:6]=[C:5]3[N:8]=2)[N:12]([CH3:21])[N:13]=1)([CH3:20])([CH3:18])[CH3:19]. Reported procedure: A solution of 5-tert-butyl-4-chloro-2-methyl-2H-pyrazole-3-carboxylic acid [5-bromo-3-(4-methoxy-benzylamino)-pyrazin-2-yl]-amide (28 mg, 0.04 mmol, prepared as described in the previous step) in TFA (3.5 mL) was stirred at 65° C. for 3 h. The resulting mixture was allowed to cool to room temperature, TFA was removed in vacuo and the resulting residue was dissolved in EtOAc (10 mL) and washed with saturated NaHCO3 (20 mL). EtOAc layer was separated, dried (Na2SO4), and concentrated in vacuo. The... Reactants: O=C([O-])[O-], CCOC(=O)c1csc(Br)c1, COCCOC, [Cs+], [Cs+], O, OB(O)c1ccncc1. Product: CCOC(=O)c1csc(-c2ccncc2)c1. RXN SMILES: [C:21](=[O:22])([O-:23])[O-:24].[CH2:1]([CH3:2])[O:3][C:4](=[O:5])[c:6]1[cH:7][s:8][c:9]([Br:11])[cH:10]1.[CH3:28][O:29][CH2:30][CH2:31][O:32][CH3:33].[Cs+:25].[Cs+:26].[OH2:27].[n:12]1[cH:13][cH:14][c:15]([B:18]([OH:19])[OH:20])[cH:16][cH:17]1>>[CH2:1]([CH3:2])[O:3][C:4](=[O:5])[c:6]1[cH:7][s:8][c:9](-[c:15]2[cH:14][cH:13][n:12][cH:17][cH:16]2)[cH:10]1. Reactants: CSC1=NC=C(C(N1)=O)CC=1C=NC=CC1 (2-Methylthio-5-(3-pyridylmethyl)-4-pyrimidone), NCCCCCO (5-aminopentanol), Cl (hydrochloric acid). Solvent: O (Water). Product: Cl.Cl.OCCCCCNC1=NC=C(C(N1)=O)CC=1C=NC=CC1 (2-(5-hydroxypentylamino)-5-(3-pyridylmethyl)-4-pyrimidone dihydrochloride). RXN SMILES: CS[C:3]1[NH:8][C:7](=[O:9])[C:6]([CH2:10][C:11]2[CH:12]=[N:13][CH:14]=[CH:15][CH:16]=2)=[CH:5][N:4]=1.[NH2:17][CH2:18][CH2:19][CH2:20][CH2:21][CH2:22][OH:23].[ClH:24]>O>[ClH:24].[ClH:24].[OH:23][CH2:22][CH2:21][CH2:20][CH2:19][CH2:18][NH:17][C:3]1[NH:8][C:7](=[O:9])[C:6]([CH2:10][C:11]2[CH:12]=[N:13][CH:14]=[CH:15][CH:16]=2)=[CH:5][N:4]=1 |f:4.5.6|. Procedure details: 2-Methylthio-5-(3-pyridylmethyl)-4-pyrimidone (23.3 g) and 5-aminopentanol (24.5 g) were fused together at 170°-180° for 2 hours. Water was added to the cooled residue and the mixture was adjusted to pH7 with dilute hydrochloric acid. The solid (23.8 g) which crystallised out was recrystallised from 2-propanol containing hydrogen chloride to give 2-(5-hydroxypentylamino)-5-(3-pyridylmethyl)-4-pyrimidone dihydrochloride, m.p. 203°-205°.